The task is: describe an organic reaction: reactants, conditions, products, and yield. This data is from the Open Reaction Database (ORD), a public repository of structured organic reaction records. Reactants: CC(C)(C)N, CC1(OS(C)(=O)=O)CN(C(c2ccccc2)c2ccccc2)C1, CC(C)O, Cl. The product is CC(C)(C)NC1(C)CN(C(c2ccccc2)c2ccccc2)C1, Cl. As a reaction SMILES: [C:24]([CH3:25])([CH3:26])([CH3:27])[NH2:28].[CH3:1][S:2]([O:3][C:6]1([CH3:23])[CH2:7][N:8]([CH:10]([c:11]2[cH:12][cH:13][cH:14][cH:15][cH:16]2)[c:17]2[cH:18][cH:19][cH:20][cH:21][cH:22]2)[CH2:9]1)(=[O:4])=[O:5].[CH:30]([OH:31])([CH3:32])[CH3:33].[ClH:29]>>[C:6]1([CH3:23])([NH:28][C:24]([CH3:25])([CH3:26])[CH3:27])[CH2:7][N:8]([CH:10]([c:11]2[cH:12][cH:13][cH:14][cH:15][cH:16]2)[c:17]2[cH:18][cH:19][cH:20][cH:21][cH:22]2)[CH2:9]1.[ClH:29]. The reactants are ClC1=CC=C(C(=O)C2=C(C(=O)O)C=CC=C2)C=C1 (2-(4-chlorobenzoyl) benzoic acid), S(O)(O)(=O)=O (sulphuric acid). The solvent is CO (methanol). Yields the product ClC1=CC=C(C=C1)C(O)C=1C(=CC=CC1)CO (α-(4-Chlorophenyl)-1,2-benzenedimethanol). Reaction SMILES: [Cl:1][C:2]1[CH:18]=[CH:17][C:5]([C:6]([C:8]2[CH:16]=[CH:15][CH:14]=[CH:13][C:9]=2[C:10](O)=[O:11])=[O:7])=[CH:4][CH:3]=1.S(=O)(=O)(O)O>CO>[Cl:1][C:2]1[CH:18]=[CH:17][C:5]([CH:6]([C:8]2[C:9]([CH2:10][OH:11])=[CH:13][CH:14]=[CH:15][CH:16]=2)[OH:7])=[CH:4][CH:3]=1. Procedure details: A mixture of 55 g (0.3M) of 2-(4-chlorobenzoyl) benzoic acid, 5 ml of concentrated sulphuric acid and 500 ml of methanol was heated under reflux for 3 hours. The mixture was evaporated and the residue was taken up in dichloromethane washed with water then aqueous sodium bicarbonate. The dichloromethane was dried and evaporated. The residue was then reduced with lithium aluminium hydride in an analogous manner to that described in Example X1 to give the title compound. Reactants: CCc1nc(NC2c3ccccc3CC2O)c(CC)nc1Br, CCc1cnc(CC)c(NC2CCCc3ccc(OC)cc32)n1. The product is CCc1nc(NC2CCCc3ccc(OC)cc32)c(CC)nc1Br. Reaction SMILES: [Br:1][c:2]1[n:3][c:4]([CH2:21][CH3:22])[c:5]([NH:10][CH:11]2[c:12]3[c:13]([cH:14][cH:15][cH:16][cH:17]3)[CH2:18][CH:19]2[OH:20])[n:6][c:7]1[CH2:8][CH3:9].[CH2:23]([c:24]1[c:25]([NH:26][CH:34]2[CH2:35][CH2:36][CH2:37][c:38]3[cH:39][cH:40][c:41]([O:44][CH3:45])[cH:42][c:43]32)[n:27][c:28]([CH2:29][CH3:30])[cH:31][n:32]1)[CH3:33]>>[Br:1][c:2]1[n:3][c:4]([CH2:21][CH3:22])[c:5]([NH:10][CH:34]2[CH2:35][CH2:36][CH2:37][c:38]3[cH:39][cH:40][c:41]([O:44][CH3:45])[cH:42][c:43]32)[n:6][c:7]1[CH2:8][CH3:9].